This data is from the Open Reaction Database (ORD), a public repository of structured organic reaction records. The task is: describe an organic reaction: reactants, conditions, products, and yield Starting materials: BrCC=C(C)C (1-bromo-3-methyl-2-butene), OC=1C=C2C=CC(=CC2=CC1)C(C(=O)O)C (racemic 6-hydroxy-α-methyl-2-naphthalene acetic acid). Product: CC(C(=O)O)C1=CC2=CC=C(C=C2C=C1)OCC=C(C)C (α-Methyl-6-(3-methyl-2-butenoxy)-2-naphthaleneacetic acid). RXN SMILES: Br[CH2:2][CH:3]=[C:4]([CH3:6])[CH3:5].[OH:7][C:8]1[CH:9]=[C:10]2[C:15](=[CH:16][CH:17]=1)[CH:14]=[C:13]([CH:18]([CH3:22])[C:19]([OH:21])=[O:20])[CH:12]=[CH:11]2>>[CH3:22][CH:18]([C:13]1[CH:12]=[CH:11][C:10]2[C:15](=[CH:16][CH:17]=[C:8]([O:7][CH2:2][CH:3]=[C:4]([CH3:6])[CH3:5])[CH:9]=2)[CH:14]=1)[C:19]([OH:21])=[O:20]. Reported procedure: The title compound is prepared according to the method of Example 7 using 1-bromo-3-methyl-2-butene and racemic 6-hydroxy-α-methyl-2-naphthalene acetic acid. White crystals are obtained having a melting point of 97°-100° C.